Dataset: the Open Reaction Database (ORD), a public repository of structured organic reaction records. Task: describe an organic reaction: reactants, conditions, products, and yield Reactants: C(C)(=O)C1=C(C=CC=C1)NC(=O)C=1C(=NN(C1F)C)C (N-(2-acetylphenyl)-5-fluoro-1,3-dimethyl-1H-pyrazole-4-carboxamide), C1(=CC=CC=C1)C (toluene), [Cl-].[NH4+] (ammonium chloride), C(C(C)C)[Mg]Cl (isobutylmagnesium chloride), solution. Run in C1CCOC1 (THF). Conditions: temperature -10 celsius. The product is FC1=C(C(=NN1C)C)C(=O)NC1=C(C=CC=C1)C(CC(C)C)(C)O (5-Fluoro-N-[2-(1-hydroxy-1,3-dimethybutyl)phenyl]-1,3-dimethyl-1-H-pyrazole-4-carboxamide). As a reaction SMILES: [C:1]([C:4]1[CH:9]=[CH:8][CH:7]=[CH:6][C:5]=1[NH:10][C:11]([C:13]1[C:14]([CH3:20])=[N:15][N:16]([CH3:19])[C:17]=1[F:18])=[O:12])(=[O:3])[CH3:2].[CH2:21]([Mg]Cl)[CH:22](C)[CH3:23].[C:27]1(C)C=CC=CC=1.[Cl-].[NH4+]>C1COCC1>[F:18][C:17]1[N:16]([CH3:19])[N:15]=[C:14]([CH3:20])[C:13]=1[C:11]([NH:10][C:5]1[CH:6]=[CH:7][CH:8]=[CH:9][C:4]=1[C:1]([OH:3])([CH3:27])[CH2:2][CH:22]([CH3:23])[CH3:21])=[O:12] |f:3.4|. Procedure details: Under argon and with stirring at −10° C., N-(2-acetylphenyl)-5-fluoro-1,3-dimethyl-1H-pyrazole-4-carboxamide (as a solid, 10 g, 36.3 mmol) and isobutylmagnesium chloride (as a 2 M solution in THF, 41.7 ml; 83.55 mmol) are added simultaneously and continuously to 400 ml of toluene over a period of 150 minutes. The mixture is allowed to warm to room temperature, 200 ml of ammonium chloride solution are added, the mixture is extracted three times with in each case 100 ml of ethyl acetate and the or... Reactants: ClC1=NC(=CN=C1)Cl (2,6-dichloropyrazine), Cl.C(C)(C)(C)OC([C@H](N)C)=O (D-Alanine tert-butyl ester hydrochloride), CS(=O)C (DMSO), CCN(C(C)C)C(C)C (DIPEA). The solvent is C(C)(=O)OCC (ethyl acetate). Run at temperature 120 celsius. Yields the product ClC1=CN=CC(=N1)N[C@@H](C(=O)OC(C)(C)C)C (tert-butyl (2R)-2-[(6-chloropyrazin-2-yl)amino]propanoate). Reaction SMILES: Cl[C:2]1[CH:7]=[N:6][CH:5]=[C:4]([Cl:8])[N:3]=1.Cl.[C:10]([O:14][C:15](=[O:19])[C@@H:16]([CH3:18])[NH2:17])([CH3:13])([CH3:12])[CH3:11].CS(C)=O.CCN(C(C)C)C(C)C>C(OCC)(=O)C>[Cl:8][C:4]1[N:3]=[C:2]([NH:17][C@H:16]([CH3:18])[C:15]([O:14][C:10]([CH3:13])([CH3:12])[CH3:11])=[O:19])[CH:7]=[N:6][CH:5]=1 |f:1.2|. Reported procedure: To a reaction vessel was added 2,6-dichloropyrazine (CA, 492 mg, 3.30 mmol), D-Alanine tert-butyl ester hydrochloride (Aldrich Chemical) (500 mg, 2.75 mmol), DMSO (3 mL) and DIPEA (1.923 mL, 11.01 mmol). The resulting solution was heated to 120° C. for 18 hrs. The reaction mixture was cooled and diluted with ethyl acetate (30 mL). The organic layer was washed with aqueous sodium hydrogen carbonate followed by aq. brine. The aqueous layers were back extracted with ethyl acetate and the combined o... Run in O1CCCC1 (tetrahydrofuran), C(Cl)Cl (methylene chloride). RXN SMILES: [N:1]1[CH:6]=[CH:5][CH:4]=[CH:3][C:2]=1[C:7]1[N:11]2[C:12]3[CH:23]=[CH:22][CH:21]=[CH:20][C:13]=3[CH2:14][N:15]3[CH:19]=[CH:18][CH:17]=[C:16]3[C:10]2=[N:9][N:8]=1.[Br:24]N1C(=O)CCC1=O.S(=O)(O)[O-].[Na+].S([O-])([O-])(=O)=O.[Mg+2]>O1CCCC1.C(Cl)Cl>[Br:24][C:19]1[N:15]2[C:16]([C:10]3[N:11]([C:7]([C:2]4[CH:3]=[CH:4][CH:5]=[CH:6][N:1]=4)=[N:8][N:9]=3)[C:12]3[CH:23]=[CH:22][CH:21]=[CH:20][C:13]=3[CH2:14]2)=[CH:17][CH:18]=1 |f:2.3,4.5|. The reactants are N1=C(C=CC=C1)C1=NN=C2N1C1=C(CN3C2=CC=C3)C=CC=C1 (3-(2-pyridinyl)-9H-pyrrolo[2,1-c]-1,2,4-triazolo[4,3-a][1,4]benzodiazepine), S([O-])(O)=O.[Na+] (sodium bisulfite), S(=O)(=O)([O-])[O-].[Mg+2] (magnesium sulfate), BrN1C(CCC1=O)=O (N-bromosuccinimide). Reaction conditions: time 3 hour. Yields the product BrC1=CC=C2C=3N(C4=C(CN21)C=CC=C4)C(=NN3)C3=NC=CC=C3 (11-bromo-3-(2-pyridinyl)-9H-pyrrolo[2,1-c]-1,2,4-triazolo[4,3-a][1,4]benzodiazepine), ( d ). Procedure: To a suspension of 3 g of 3-(2-pyridinyl)-9H-pyrrolo[2,1-c]-1,2,4-triazolo[4,3-a][1,4]benzodiazepine in 50 mL of tetrahydrofuran is added 1.8 g of N-bromosuccinimide. The reaction mixture is allowed to stir at room temperature for 3 hours during which time a heavy white precipitate forms. A solution of aqueous sodium bisulfite is added to the reaction mixture and, after stirring for an additional 1 hour, the solid is collected and washed with 100 ml of water. The filtrate is evaporated to drynes... The reactants are CC(C)CC(NC(=O)OCc1ccccc1)C12OCC(C)(CO1)CO2, CCO. Reaction SMILES: [CH2:1]([O:2][C:3](=[O:4])[NH:10][CH:11]([CH2:12][CH:13]([CH3:14])[CH3:15])[C:16]12[O:17][CH2:18][C:19]([CH3:24])([CH2:20][O:21]1)[CH2:22][O:23]2)[c:5]1[cH:6][cH:7][cH:8][cH:9][cH:25]1.[CH3:26][CH2:27][OH:28]>>[NH2:10][CH:11]([CH2:12][CH:13]([CH3:14])[CH3:15])[C:16]12[O:17][CH2:18][C:19]([CH3:24])([CH2:20][O:21]1)[CH2:22][O:23]2. The product is CC(C)CC(N)C12OCC(C)(CO1)CO2.